From a dataset of the Open Reaction Database (ORD), a public repository of structured organic reaction records. describe an organic reaction: reactants, conditions, products, and yield The reactants are ClC[C@H]([C@H]([C@H]([C@H](C=O)O)O)O)O (6-Chloro-6-deoxy-D-allose). The solvent is CO (methanol). Product: ClC[C@H]([C@H]([C@H]([C@H](CO)O)O)O)O (6-chloro-6-deoxy-D-allitol). As a reaction SMILES: [Cl:1][CH2:2][C@@H:3]([OH:12])[C@@H:4]([OH:11])[C@@H:5]([OH:10])[C@@H:6]([OH:9])[CH:7]=[O:8]>CO>[Cl:1][CH2:2][C@@H:3]([OH:12])[C@@H:4]([OH:11])[C@@H:5]([OH:10])[C@@H:6]([OH:9])[CH2:7][OH:8]. Procedure details: 6-Chloro-6-deoxy-D-allose was reduced by the method described in Example 1 to give 6-chloro-6-deoxy-D-allitol as a colourless syrup, [α]D20 +5.3° (c=1.0, methanol); Rf 0.72 (t.l.c. silica gel; n-butanol:ethanol:water, 5:3:2).